The task is: describe an organic reaction: reactants, conditions, products, and yield. This data is from the Open Reaction Database (ORD), a public repository of structured organic reaction records. The reactants are C1COCCN1, CCOCC, C1CCOC1, CC(C)(C)OC(=O)NC(COS(C)(=O)=O)c1ccccc1. Yields the product CC(C)(C)OC(=O)NC(CN1CCOCC1)c1ccccc1. As a reaction SMILES: [CH2:22]1[CH2:23][O:24][CH2:25][CH2:26][NH:27]1.[CH2:28]([O:29][CH2:30][CH3:31])[CH3:32].[CH2:33]1[O:34][CH2:35][CH2:36][CH2:37]1.[CH3:1][S:2]([O:3][CH2:6][CH:7]([c:8]1[cH:9][cH:10][cH:11][cH:12][cH:13]1)[NH:14][C:15](=[O:16])[O:17][C:18]([CH3:19])([CH3:20])[CH3:21])(=[O:4])=[O:5]>>[CH2:6]([CH:7]([c:8]1[cH:9][cH:10][cH:11][cH:12][cH:13]1)[NH:14][C:15](=[O:16])[O:17][C:18]([CH3:19])([CH3:20])[CH3:21])[N:27]1[CH2:22][CH2:23][O:24][CH2:25][CH2:26]1.